describe an organic reaction: reactants, conditions, products, and yield From a dataset of the Open Reaction Database (ORD), a public repository of structured organic reaction records. The reactants are Cl (HCl), C(C)OC(C=CC1=C(C=C(C(=C1)Cl)OC1=NC=CC=C1C(=O)N1CCN(C2=CC=CC=C12)C1CC1)Cl)=O (3-{2,5-dichloro-4-[3-(4-cyclopropyl-3,4-dihydro-2H-quinoxaline-1-carbonyl)-pyridin-2-yloxy]-phenyl}-acrylic acid ethyl ester), C1CCOC1 (THF), [OH-].[Na+] (sodium hydroxide). Run in O (water), O (water). Conditions: temperature 100 celsius. Product: ClC1=C(C=C(C(=C1)OC1=NC=CC=C1C(=O)N1CCN(C2=CC=CC=C12)C1CC1)Cl)C=CC(=O)O (3-{2,5-Dichloro-4-[3-(4-cyclopropyl-3,4-dihydro-2H-quinoxaline-1-carbonyl)-pyridin-2-yloxy]-phenyl}-acrylic acid). As a reaction SMILES: C([O:3][C:4](=[O:37])[CH:5]=[CH:6][C:7]1[CH:12]=[C:11]([Cl:13])[C:10]([O:14][C:15]2[C:20]([C:21]([N:23]3[C:32]4[C:27](=[CH:28][CH:29]=[CH:30][CH:31]=4)[N:26]([CH:33]4[CH2:35][CH2:34]4)[CH2:25][CH2:24]3)=[O:22])=[CH:19][CH:18]=[CH:17][N:16]=2)=[CH:9][C:8]=1[Cl:36])C.C1COCC1.[OH-].[Na+].Cl>O>[Cl:36][C:8]1[CH:9]=[C:10]([O:14][C:15]2[C:20]([C:21]([N:23]3[C:32]4[C:27](=[CH:28][CH:29]=[CH:30][CH:31]=4)[N:26]([CH:33]4[CH2:34][CH2:35]4)[CH2:25][CH2:24]3)=[O:22])=[CH:19][CH:18]=[CH:17][N:16]=2)[C:11]([Cl:13])=[CH:12][C:7]=1[CH:6]=[CH:5][C:4]([OH:37])=[O:3] |f:2.3|. Procedure: To a solution of 3-{2,5-dichloro-4-[3-(4-cyclopropyl-3,4-dihydro-2H-quinoxaline-1-carbonyl)-pyridin-2-yloxy]-phenyl}-acrylic acid ethyl ester (74 mg, 0.14 mmol, 1.0 equiv) in a 1:1 mixture of THF and water (2 mL) was added sodium hydroxide (11 mg, 0.28 mmol, 2.0 equiv; [CAS RN 1310-73-2]) and the reaction mixture heated by microwave irradiation to 100° C. for 10 min. The crude reaction product was taken up in water (50 mL), acidified to pH 1 by addition of a solution of 1 M HCl and extracted wit... Yields the product CCOc1cncc(C=CCC(C)NC)c1. Reaction SMILES: [CH3:1][N:2]([CH:3]([CH3:4])[CH2:5][CH:6]=[CH:7][c:8]1[cH:9][n:10][cH:11][c:12]([O:14][CH2:15][CH3:16])[cH:13]1)[C:17]([O:18][C:19]([CH3:20])([CH3:21])[CH3:22])=[O:23].[CH3:31][O:32][c:33]1[cH:34][cH:35][cH:36][cH:37][cH:38]1.[OH:24][C:25]([C:26]([F:27])([F:28])[F:29])=[O:30]>>[CH3:1][NH:2][CH:3]([CH3:4])[CH2:5][CH:6]=[CH:7][c:8]1[cH:9][n:10][cH:11][c:12]([O:14][CH2:15][CH3:16])[cH:13]1. The reactants are CCOc1cncc(C=CCC(C)N(C)C(=O)OC(C)(C)C)c1, COc1ccccc1, O=C(O)C(F)(F)F.